From a dataset of the Open Reaction Database (ORD), a public repository of structured organic reaction records. describe an organic reaction: reactants, conditions, products, and yield The reactants are ClC=1C=C(C=CC1Cl)S(=O)(=O)N1CCC(CC1)N (1-(3,4-dichlorophenylsulfonyl)piperidin-4-amine), N1CC(C1)N(C(OC(C)(C)C)=O)C (tert-butyl azetidin-3-yl-methylcarbamate). The product is ClC=1C=C(C=CC1Cl)S(=O)(=O)N1CC(C1)CN ((1-(3,4-dichlorophenylsulfonyl)azetidin-3-yl)methanamine). Yield: 87.0%. As a reaction SMILES: [Cl:1][C:2]1[CH:3]=[C:4]([S:9]([N:12]2[CH2:17][CH2:16][CH:15]([NH2:18])C[CH2:13]2)(=[O:11])=[O:10])[CH:5]=[CH:6][C:7]=1[Cl:8].N1CC(N(C)C(=O)OC(C)(C)C)C1>>[Cl:1][C:2]1[CH:3]=[C:4]([S:9]([N:12]2[CH2:13][CH:16]([CH2:15][NH2:18])[CH2:17]2)(=[O:10])=[O:11])[CH:5]=[CH:6][C:7]=1[Cl:8]. Reported procedure: Intermediate 5 (65 mg, 0.22 mmol, 87% yield) was prepared as a white powder following the procedure described for Intermediate 4 by replacing tert-butyl piperidin-4-yl-methylcarbamate with tert-butyl azetidin-3-yl-methylcarbamate. LC-MS (ESI) m/z 295 (M+H)+, RT=1.47 min (Method B).